Dataset: the Open Reaction Database (ORD), a public repository of structured organic reaction records. Task: describe an organic reaction: reactants, conditions, products, and yield The reactants are C(C1=CC=CC=C1)OC(C1=CC=CC(=C1)NC(CC(COC12CC3CC(CC(C1)C3)C2)=O)=O)=O (5-[4-(Adamantan-1-yloxy)-3-oxo-butyrylamino]-benzoic Acid Benzyl Ester), O (water), N(=O)[O-].[Na+] (sodium nitrite). The solvent is C(C)(=O)O (acetic acid), C1CCOC1 (THF). Run at temperature 5 celsius, time 1 hour. Product: C(C1=CC=CC=C1)OC(C1=CC(=CC=C1)NC(C(C(COC12CC3CC(CC(C1)C3)C2)=O)=NO)=O)=O (3-[4-(Adamantan-1-yloxy)-2-hydroxyimino-3-oxo-butyrylamino]-benzoic Acid Benzyl Ester). The yield is 95.4%. As a reaction SMILES: [CH2:1]([O:8][C:9](=[O:34])[C:10]1[CH:15]=[C:14]([NH:16][C:17](=[O:33])[CH2:18][C:19](=[O:32])[CH2:20][O:21][C:22]23[CH2:31][CH:26]4[CH2:27][CH:28]([CH2:30][CH:24]([CH2:25]4)[CH2:23]2)[CH2:29]3)[CH:13]=[CH:12][CH:11]=1)[C:2]1[CH:7]=[CH:6][CH:5]=[CH:4][CH:3]=1.O.[N:36]([O-])=[O:37].[Na+]>C(O)(=O)C.C1COCC1>[CH2:1]([O:8][C:9](=[O:34])[C:10]1[CH:11]=[CH:12][CH:13]=[C:14]([NH:16][C:17](=[O:33])[C:18](=[N:36][OH:37])[C:19](=[O:32])[CH2:20][O:21][C:22]23[CH2:29][CH:28]4[CH2:27][CH:26]([CH2:25][CH:24]([CH2:30]4)[CH2:23]2)[CH2:31]3)[CH:15]=1)[C:2]1[CH:3]=[CH:4][CH:5]=[CH:6][CH:7]=1 |f:2.3|. Reported procedure: To a solution of the product of step b (2.10 g, 4.55 mmol) in acetic acid (20 ml) and THF (20 ml) was added water (2 ml). The mixture was cooled to 5° C. and an aqueous solution (3 ml) of sodium nitrite (0.41 g, 5.92 mmol) was added dropwise while maintaining the temperature below 10° C. Upon completion of the addition, the reaction mixture was allowed to warm to room temperature and stirred for 1 h. The THF and acetic acid were removed in vacuo and the solution was partitioned between water (10... Reactants: Cl (HCl), C1(CC1)C1=CC(=NN1C1=CC=C(C=C1)NC(=O)C1=CC=NC=C1)C(F)(F)F (N-{4-[5-cyclopropyl-3-(trifluoromethyl)-1H-pyrazol-1-yl]phenyl}pyridine-4-carboxamide), N1=CC=C(C=C1)C(=O)O (pyridine-4-carboxylic acid), intermediate 31. The solvent is C(C)OCC (diethyl ether), C1CCOC1 (THF). Conditions: time 15 minute. The product is Cl.C1(CC1)C1=CC(=NN1C1=CC=C(C=C1)NC(=O)C1=CC=NC=C1)C(F)(F)F (N-{4-[5-cyclopropyl-3-(trifluoromethyl)-1H-pyrazol-1-yl]phenyl}pyridine-4-carboxamide hydrochloride). As a reaction SMILES: [CH:1]1([C:4]2[N:8]([C:9]3[CH:14]=[CH:13][C:12]([NH:15][C:16]([C:18]4[CH:23]=[CH:22][N:21]=[CH:20][CH:19]=4)=[O:17])=[CH:11][CH:10]=3)[N:7]=[C:6]([C:24]([F:27])([F:26])[F:25])[CH:5]=2)[CH2:3][CH2:2]1.N1C=CC(C(O)=O)=CC=1.[ClH:37]>C1COCC1.C(OCC)C>[ClH:37].[CH:1]1([C:4]2[N:8]([C:9]3[CH:10]=[CH:11][C:12]([NH:15][C:16]([C:18]4[CH:19]=[CH:20][N:21]=[CH:22][CH:23]=4)=[O:17])=[CH:13][CH:14]=3)[N:7]=[C:6]([C:24]([F:25])([F:26])[F:27])[CH:5]=2)[CH2:3][CH2:2]1 |f:5.6|. Procedure: Following general procedure-1, N-{4-[5-cyclopropyl-3-(trifluoromethyl)-1H-pyrazol-1-yl]phenyl}pyridine-4-carboxamide (120 mg) was prepared from pyridine-4-carboxylic acid (66 mg, 0.54 mmol) and intermediate 31 (120 mg, 0.45 mmol) as a pale yellow solid and dissolved in THF. Saturated HCl in diethyl ether was added at 0° C. to it and stirred for 15 min Solid that separated out was filtered and dried to give the title compound (70 mg) as a yellow solid. M.P. 210-215° C. 1H-NMR (δ ppm, DMSO-d6, 400... Starting materials: CC=1C=C(C(=O)O)C=CC1C(=O)N1CCCC1 (3-methyl-4-(pyrrolidin-1-ylcarbonyl)benzoic acid), CN(C)C(=[N+](C)C)ON1C2=C(C=CC=C2)N=N1.[B-](F)(F)(F)F (TBTU), C(C)(C)N(CC)C(C)C (diisopropylethylamine), ClC1=CC2=C(NC(=N2)C(CC(C)C)N)C=C1 (1-(5-chloro-1H-benzimidazol-2-yl)-3-methylbutylamine), ClCl (chlorine), C25H29ClN4O2, ClCl (chlorine). Run in O1CCCC1 (tetrahydrofuran), C(Cl)Cl.C(C)O (methylene chloride ethanol). Yields the product ClC1=CC2=C(NC(=N2)C(CC(C)C)NC(C2=CC(=C(C=C2)C(=O)N2CCCC2)C)=O)C=C1 (N-[1-(5-chloro-1H-benzimidazol-2-yl)-3-methylbutyl]-3-methyl-4-(pyrrolidin-1-ylcarbonyl)benzamide). Yield: 82.0%. Reaction SMILES: [CH3:1][C:2]1[CH:3]=[C:4]([CH:8]=[CH:9][C:10]=1[C:11]([N:13]1[CH2:17][CH2:16][CH2:15][CH2:14]1)=[O:12])[C:5]([OH:7])=O.CN(C(ON1N=NC2C=CC=CC1=2)=[N+](C)C)C.[B-](F)(F)(F)F.C(N(C(C)C)CC)(C)C.[Cl:49][C:50]1[CH:64]=[CH:63][C:53]2[NH:54][C:55]([CH:57]([NH2:62])[CH2:58][CH:59]([CH3:61])[CH3:60])=[N:56][C:52]=2[CH:51]=1.ClCl>O1CCCC1.C(Cl)Cl.C(O)C>[Cl:49][C:50]1[CH:64]=[CH:63][C:53]2[NH:54][C:55]([CH:57]([NH:62][C:5](=[O:7])[C:4]3[CH:8]=[CH:9][C:10]([C:11]([N:13]4[CH2:17][CH2:16][CH2:15][CH2:14]4)=[O:12])=[C:2]([CH3:1])[CH:3]=3)[CH2:58][CH:59]([CH3:60])[CH3:61])=[N:56][C:52]=2[CH:51]=1 |f:1.2,7.8|. Procedure: Prepared analogously to Example 1g from 3-methyl-4-(pyrrolidin-1-ylcarbonyl)benzoic acid, TBTU, diisopropylethylamine, and 1-(5-chloro-1H-benzimidazol-2-yl)-3-methylbutylamine in tetrahydrofuran. Yield: 82%; Rf value: 0.54 (silica gel; methylene chloride/ethanol=9:1); C25H29ClN4O2 (452.98); mass spectrum: (M+H)+=453/455 (chlorine isotope) and (M−H)-=451/453 (chlorine isotope). Starting materials: O=C(O)CBr, OCc1ccc(Br)cc1, C1CCOC1, CO, [H-], [Na+], O. The product is O=C(O)COCc1ccc(Br)cc1. As a reaction SMILES: [Br:12][CH2:13][C:14](=[O:15])[OH:16].[Br:3][c:4]1[cH:5][cH:6][c:7]([CH2:8][OH:9])[cH:10][cH:11]1.[CH2:19]1[O:20][CH2:21][CH2:22][CH2:23]1.[CH3:17][OH:18].[H-:2].[Na+:1].[OH2:24]>>[Br:3][c:4]1[cH:5][cH:6][c:7]([CH2:8][O:9][CH2:13][C:14](=[O:15])[OH:16])[cH:10][cH:11]1. Reactants: compound B, O.NN (hydrazine hydrate), COC=1C=C(C=CC1OC)C1=NNC([C@H]2CCCC[C@@H]12)=O ((cis)-4-(3,4-Dimethoxyphenyl)-4a,5,6,7,8,8a-hexahydro-2H-phthalazin-1-one). Product: COC=1C=C(C=CC1OC)C1=NNC([C@@H]2CCCC[C@@H]12)=O ((trans)-4-(3,4-Dimethoxyphenyl)-4a,5,6,7,8,8a-hexahydro-2H-phthalazin-1-one). Reaction SMILES: O.NN.[CH3:4][O:5][C:6]1[CH:7]=[C:8]([C:14]2[C@H:23]3[C@H:18]([CH2:19][CH2:20][CH2:21][CH2:22]3)[C:17](=[O:24])[NH:16][N:15]=2)[CH:9]=[CH:10][C:11]=1[O:12][CH3:13]>>[CH3:4][O:5][C:6]1[CH:7]=[C:8]([C:14]2[C@H:23]3[C@@H:18]([CH2:19][CH2:20][CH2:21][CH2:22]3)[C:17](=[O:24])[NH:16][N:15]=2)[CH:9]=[CH:10][C:11]=1[O:12][CH3:13] |f:0.1|. Procedure: Prepared from compound B (see starting compounds) and hydrazine hydrate as described for compound 1. M.p. 143-146° C. The reactants are CCCCCCCCCCCCCCCC(=O)OCC([C@@H]1[C@@H]([C@H](CO1)O)O)O (sorbitan palmitate), ( IV ), fatty acid, fatty acid, CCCCCCCCCCCCCCCCCC(=O)OCC([C@@H]1[C@@H]([C@H](CO1)O)O)O (sorbitan stearate), C1C([C@@H](C(O1)C(CO)O)O)O (sorbitan), CCCCCCCC/C=C\CCCCCCCC(=O)OCC([C@@H]1[C@@H]([C@H](CO1)O)O)O (sorbitan oleate), CCCCCCCCCCCC(=O)OCC([C@@H]1[C@@H]([C@H](CO1)O)O)O (sorbitan laurate), ester. Product: C(CCCCCCCCCCC)(=O)O (lauric acid), C(CCCCCCCCCCCCC)(=O)O (myristic acid), unsaturated fatty acids, C(CCCCCCC\C=C/CCCCCCCC)(=O)O (oleic acid), C(CCCCCCC\C=C/C\C=C/CCCCC)(=O)O (linolic acid). As a reaction SMILES: [CH3:1][CH2:2][CH2:3][CH2:4][CH2:5][CH2:6][CH2:7][CH2:8][CH2:9][CH2:10][CH2:11][C:12]([O:14]CC(O)[C@H]1OC[C@H](O)[C@H]1O)=[O:13].[CH3:25][CH2:26][CH2:27][CH2:28][CH2:29][CH2:30][CH2:31][CH2:32][CH2:33][CH2:34][CH2:35][CH2:36][CH2:37][CH2:38][CH2:39][CH2:40][CH2:41][C:42]([O:44]CC(O)[C@H]1OC[C@H](O)[C@H]1O)=[O:43].[CH3:55][CH2:56][CH2:57][CH2:58][CH2:59][CH2:60][CH2:61][CH2:62]/[CH:63]=[CH:64]\[CH2:65][CH2:66][CH2:67][CH2:68][CH2:69][CH2:70][CH2:71][C:72]([O:74]CC(O)[C@H]1OC[C@H](O)[C@H]1O)=[O:73].CCCCCCCCCCCCCCCC(OCC(O)[C@H]1OC[C@H](O)[C@H]1O)=O.C1OC(C(O)CO)[C@@H](O)C1O>>[C:12]([OH:14])(=[O:13])[CH2:11][CH2:10][CH2:9][CH2:8][CH2:7][CH2:6][CH2:5][CH2:4][CH2:3][CH2:2][CH3:1].[C:42]([OH:44])(=[O:43])[CH2:41][CH2:40][CH2:39][CH2:38][CH2:37][CH2:36][CH2:35][CH2:34][CH2:33][CH2:32][CH2:31][CH2:30][CH3:29].[C:72]([OH:74])(=[O:73])[CH2:71][CH2:70][CH2:69][CH2:68][CH2:67][CH2:66][CH2:65]/[CH:64]=[CH:63]\[CH2:62][CH2:61][CH2:60][CH2:59][CH2:58][CH2:57][CH2:56][CH3:55].[C:42]([OH:44])(=[O:43])[CH2:41][CH2:40][CH2:39][CH2:38][CH2:37][CH2:36][CH2:35]/[CH:34]=[CH:33]\[CH2:32]/[CH:31]=[CH:30]\[CH2:29][CH2:28][CH2:27][CH2:26][CH3:25]. Procedure details: The following compounds may be mentioned as compounds represented by formula (IV). As ester-type compounds there may be mentioned sorbitan laurate [R6: lauryl, R7=R8=R9: hydrogen, k+l+m+n=0 (example: NEWCOL™ 20 by Nippon Nyukazai Co., Ltd.)], sorbitan stearate [R6: stearyl, R7=R8=R9: hydrogen, k+l+m+n=0 (example: IONET™ S-60C by Sanyo Chemical Industries, Ltd.)], sorbitan oleate [R6: oleyl, R7=R8=R9: hydrogen, k+l+m+n=0 (example: IONET™ S-80C by Sanyo Chemical Industries, Ltd.)], sorbitan palmit... Starting materials: ClC1=CC=C(C=C1)/C=C/CCCC#CC(C)=O ((E)-9-(4-Chlorophenyl)non-8-en-3-yn-2-one). Solvent: ClCCCl (DCE). Reaction conditions: temperature 180 celsius, time 200 minute. The product is ClC=1C=C2C(=C3C(=CC2=CC1)CCC3)C(C)=O (1-(6-Chloro-2,3-dihydro-1H-cyclopenta[b]naphthalen-4-yl)ethanone). Reaction SMILES: [Cl:1][C:2]1[CH:7]=[CH:6][C:5](/[CH:8]=[CH:9]/[CH2:10][CH2:11][CH2:12][C:13]#[C:14][C:15](=[O:17])[CH3:16])=[CH:4][CH:3]=1>ClCCCl>[Cl:1][C:2]1[CH:3]=[C:4]2[C:5](=[CH:6][CH:7]=1)[CH:8]=[C:9]1[CH2:10][CH2:11][CH2:12][C:13]1=[C:14]2[C:15](=[O:17])[CH3:16]. Procedure: To a 2-5 mL microwave irradiation vial equipped with a stir bar was added enyne 5b (0.028 g, 0.12 mmol) in DCE (2.1 mL). The reaction was irradiated with stirring at 180° C. for 200 min until complete by TLC. The reaction turned golden in color. The reaction was then transferred to a vial, concentrated under reduced pressure, and dried under vacuum to yield naphthalene 6b as a brown oil (0.027 g, quant.).